Dataset: the Open Reaction Database (ORD), a public repository of structured organic reaction records. Task: describe an organic reaction: reactants, conditions, products, and yield Reactants: COC1=C(C(=CC=C1)OC)C1=NC=C(C=C1)N(CCN(C)C=1C=CC(=NC1)C1=C(C=CC=C1OC)OC)C (N,N′-bis[2-(2,6-dimethoxyphenyl)-5-pyridyl]-N,N′-dimethylethylenediamine), CS(=O)(=O)O (methanesulfonic acid). The solvent is CO.C(Cl)(Cl)Cl (methanol chloroform). The product is CS(=O)(=O)O.CS(=O)(=O)O.COC1=C(C(=CC=C1)OC)C1=NC=C(C=C1)N(CCN(C)C=1C=CC(=NC1)C1=C(C=CC=C1OC)OC)C (N,N′-Bis[2-(2,6-dimethoxyphenyl)-5-pyridyl]-N,N′dimethylethylenediamine dimethanesulfonate). Isolated yield 94.4%. Reaction SMILES: [CH3:1][O:2][C:3]1[CH:8]=[CH:7][CH:6]=[C:5]([O:9][CH3:10])[C:4]=1[C:11]1[CH:16]=[CH:15][C:14]([N:17]([CH3:38])[CH2:18][CH2:19][N:20]([C:22]2[CH:23]=[CH:24][C:25]([C:28]3[C:33]([O:34][CH3:35])=[CH:32][CH:31]=[CH:30][C:29]=3[O:36][CH3:37])=[N:26][CH:27]=2)[CH3:21])=[CH:13][N:12]=1.[CH3:39][S:40]([OH:43])(=[O:42])=[O:41]>CO.C(Cl)(Cl)Cl>[CH3:39][S:40]([OH:43])(=[O:42])=[O:41].[CH3:39][S:40]([OH:43])(=[O:42])=[O:41].[CH3:35][O:34][C:33]1[CH:32]=[CH:31][CH:30]=[C:29]([O:36][CH3:37])[C:28]=1[C:25]1[CH:24]=[CH:23][C:22]([N:20]([CH3:21])[CH2:19][CH2:18][N:17]([C:14]2[CH:15]=[CH:16][C:11]([C:4]3[C:5]([O:9][CH3:10])=[CH:6][CH:7]=[CH:8][C:3]=3[O:2][CH3:1])=[N:12][CH:13]=2)[CH3:38])=[CH:27][N:26]=1 |f:2.3,4.5.6|. Procedure details: To a solution of N,N′-bis[2-(2,6-dimethoxyphenyl)-5-pyridyl]-N,N′-dimethylethylenediamine (72.3 mg, 0.141 mmol) in methanol-chloroform (9:1, 10 mL) was added a 1.0 M aqueous methanesulfonic acid solution (0.35 mL, 0.35 mmol), and the reaction mixture was concentrated under reduced pressure. Ethanol (5.0 mL) was added to the residue, and the mixture was concentrated under reduced pressure. The residue was recrystallized from ethanol-diethyl ether to provide the title compound as a pale yellow cry... Yields the product C(CCC)C=1N(C(=CN1)/C=C(/C(=O)OC)\CC=1SC=CC1)CC1=C(C=CC=C1)Cl (methyl (E)-3-[2-n-butyl-1-[(2-chlorophenyl)methyl]-1H-imidazol-5-yl]-2-(2-thienyl)methyl-2-propenoate). Starting materials: C(C)(=O)OC(C(C(=O)OC)CC=1SC=CC1)C1=CN=C(N1CC1=C(C=CC=C1)Cl)CCCC (methyl 3-acetoxy-3-[2-n-butyl-1-(2-chlorophenyl)methyl-1H-imidazol-5-yl]-2-[(2-thienyl)methyl]propanoate), N12CCCCCC2=NCCC1 (1,8-diazabicyclo[5,4,0]undec-7-ene). RXN SMILES: C(O[CH:5]([C:17]1[N:21]([CH2:22][C:23]2[CH:28]=[CH:27][CH:26]=[CH:25][C:24]=2[Cl:29])[C:20]([CH2:30][CH2:31][CH2:32][CH3:33])=[N:19][CH:18]=1)[CH:6]([CH2:11][C:12]1[S:13][CH:14]=[CH:15][CH:16]=1)[C:7]([O:9][CH3:10])=[O:8])(=O)C.N12CCCN=C1CCCCC2>C1(C)C=CC=CC=1>[CH2:30]([C:20]1[N:21]([CH2:22][C:23]2[CH:28]=[CH:27][CH:26]=[CH:25][C:24]=2[Cl:29])[C:17](/[CH:5]=[C:6](\[CH2:11][C:12]2[S:13][CH:14]=[CH:15][CH:16]=2)/[C:7]([O:9][CH3:10])=[O:8])=[CH:18][N:19]=1)[CH2:31][CH2:32][CH3:33]. Conditions: temperature 80 celsius. Run in C1(=CC=CC=C1)C (toluene). Procedure details: A mixture of methyl 3-acetoxy-3-[2-n-butyl-1-(2-chlorophenyl)methyl-1H-imidazol-5-yl]-2-[(2-thienyl)methyl]propanoate (4.36 g, 8.92 mmol) in dry toluene (80 mL) was treated with 1,8-diazabicyclo[5,4,0]undec-7-ene (DBU) (3.2 mL, 21.4 mmol), and the resulting solution was heated at 80° C. under argon for 3 hours. The solvent was evaporated, the residue triturated with ether and activated charcoal was added. After filtration, the filtrate was concentrated to 6.29 g of an oil that was chromatographe... Yield: 75.5%. Starting materials: [OH-].[Na+] (sodium hydroxide), C(C(C)(C)C)(=O)OCOC(CCC1=C(C=CC(=C1)C(C1=C(C=C(C=C1)OC1CCCC1)O)=O)OCC1=CC2=C(C(=NO2)OCOC)C=C1)=O ({[3-(5-[4-(cyclopentyloxy)-2-hydroxybenzoyl]-2-{[3-(methoxymethoxy)-1,2-benzisoxazol-6-yl]methoxy}phenyl) propanoyl]oxy}methyl pivalate), O (water), Cl (hydrochloric acid). The solvent is C(C)(=O)OCC (ethyl acetate), O1CCOCC1 (1,4-dioxane), CO (methanol). Reaction conditions: time 50 minute. The product is C(C(C)(C)C)(=O)OCOC(CCC1=C(C=CC(=C1)C(C1=C(C=C(C=C1)OC1CCCC1)O)=O)OCC1=CC2=C(C(=NO2)O)C=C1)=O ([(3-{5-[4-(cyclopentyloxy)-2-hydroxybenzoyl]-2-[(3-hydroxy-1,2-benzisoxazol-6-yl)methoxy]phenyl} propanoyl)oxy]methyl pivalate). Isolated yield 58.7%. As a reaction SMILES: [C:1]([O:7][CH2:8][O:9][C:10](=[O:49])[CH2:11][CH2:12][C:13]1[CH:18]=[C:17]([C:19](=[O:33])[C:20]2[CH:25]=[CH:24][C:23]([O:26][CH:27]3[CH2:31][CH2:30][CH2:29][CH2:28]3)=[CH:22][C:21]=2[OH:32])[CH:16]=[CH:15][C:14]=1[O:34][CH2:35][C:36]1[CH:48]=[CH:47][C:39]2[C:40]([O:43]COC)=[N:41][O:42][C:38]=2[CH:37]=1)(=[O:6])[C:2]([CH3:5])([CH3:4])[CH3:3].Cl.O.[OH-].[Na+]>O1CCOCC1.CO.C(OCC)(=O)C>[C:1]([O:7][CH2:8][O:9][C:10](=[O:49])[CH2:11][CH2:12][C:13]1[CH:18]=[C:17]([C:19](=[O:33])[C:20]2[CH:25]=[CH:24][C:23]([O:26][CH:27]3[CH2:28][CH2:29][CH2:30][CH2:31]3)=[CH:22][C:21]=2[OH:32])[CH:16]=[CH:15][C:14]=1[O:34][CH2:35][C:36]1[CH:48]=[CH:47][C:39]2[C:40]([OH:43])=[N:41][O:42][C:38]=2[CH:37]=1)(=[O:6])[C:2]([CH3:4])([CH3:5])[CH3:3] |f:3.4|. Procedure: 1.02 g of {[3-(5-[4-(cyclopentyloxy)-2-hydroxybenzoyl]-2-{[3-(methoxymethoxy)-1,2-benzisoxazol-6-yl]methoxy}phenyl) propanoyl]oxy}methyl pivalate was dissolved in 8 mL of 1,4-dioxane and 8 mL of methanol, to which 6 mL of 6M hydrochloric acid was added at room temperature, and this mixture was stirred for 50 minutes at the same temperature. The reaction mixture, to which water was added, was adjusted to pH 7 with an aqueous solution of sodium hydroxide, and then ethyl acetate was added to this m... The reactants are N#CC1CC(F)CN1C(=O)CN(C(=O)OCc1ccccc1)C12CCC(C(=O)On3nnc4ccccc43)(CC1)CC2, CCCCCCN. Yields the product CCCCCCNC(=O)C12CCC(N(CC(=O)N3CC(F)CC3C#N)C(=O)OCc3ccccc3)(CC1)CC2. Reaction SMILES: [CH2:1]([c:2]1[cH:3][cH:4][cH:5][cH:6][cH:7]1)[O:8][C:9](=[O:10])[N:11]([C:12]12[CH2:13][CH2:14][C:15]([C:20]([O:22][n:21]3[c:23]4[cH:24][cH:25][cH:26][cH:27][c:28]4[n:29][n:30]3)=[O:31])([CH2:16][CH2:17]1)[CH2:18][CH2:19]2)[CH2:32][C:33](=[O:34])[N:35]1[CH:36]([C:41]#[N:42])[CH2:37][CH:38]([F:40])[CH2:39]1.[CH2:43]([CH2:44][CH2:45][CH2:46][CH2:47][CH3:48])[NH2:49]>>[CH2:1]([c:2]1[cH:3][cH:4][cH:5][cH:6][cH:7]1)[O:8][C:9](=[O:10])[N:11]([C:12]12[CH2:13][CH2:14][C:15]([C:20](=[O:22])[NH:49][CH2:43][CH2:44][CH2:45][CH2:46][CH2:47][CH3:48])([CH2:16][CH2:17]1)[CH2:18][CH2:19]2)[CH2:32][C:33](=[O:34])[N:35]1[CH:36]([C:41]#[N:42])[CH2:37][CH:38]([F:40])[CH2:39]1. The reactants are COCOC1=C(C(=C(C(=C1)OC)OC)OC)O (2-methoxymethyloxy-4,5,6-trimethoxyphenol), C([O-])([O-])=O.[K+].[K+] (potassium carbonate), IC (iodomethane). Run in CN(C)C=O (DMF). Conditions: temperature 45 celsius. The product is COCOC1=C(C(=C(C(=C1)OC)OC)OC)OC (1-Methoxymethyloxy-2,3,4,5-tetramethoxybenzene). Reaction SMILES: [CH3:1][O:2][CH2:3][O:4][C:5]1[CH:10]=[C:9]([O:11][CH3:12])[C:8]([O:13][CH3:14])=[C:7]([O:15][CH3:16])[C:6]=1[OH:17].[C:18](=O)([O-])[O-].[K+].[K+].IC>CN(C=O)C>[CH3:1][O:2][CH2:3][O:4][C:5]1[CH:10]=[C:9]([O:11][CH3:12])[C:8]([O:13][CH3:14])=[C:7]([O:15][CH3:16])[C:6]=1[O:17][CH3:18] |f:1.2.3|. Procedure: 11.5 g of 2-methoxymethyloxy-4,5,6-trimethoxyphenol prepared in Referential Example 12 and 23.0 g of potassium carbonate were suspended in 100 ml of DMF. The suspension was heated at 45° C. while stirring, and 5.2 ml of iodomethane was dropwise added thereto. After the completion of the dropwise addition, the mixture was heated for 30 min, cooled and separated by filtration. 1 l of water was added to the mother liquor, and the mixture was extracted with ethyl acetate. The organic phase was washe... The reactants are C1NCCC2=CC=CC=C12 (1,2,3,4-Tetrahydroisoquinoline), C(C)(=O)O (acetic acid), C(C)(=O)O[BH-](OC(C)=O)OC(C)=O.[Na+] (sodium triacetoxyborohydride), C(C1=CC=CC=C1)N1C(CCCC1)=O (benzylpiperidone), [OH-].[Na+] (sodium hydroxide). Solvent: ClC(C)Cl (dichloroethane). Yields the product C(C1=CC=CC=C1)N1CCC(CC1)N1CC2=CC=CC=C2CC1 (2-(1-Benzyl-piperidin-4-yl)-1,2,3,4-tetrahydro-isoquinoline). RXN SMILES: [CH2:1]1[C:10]2[C:5](=[CH:6][CH:7]=[CH:8][CH:9]=2)[CH2:4][CH2:3][NH:2]1.C(O)(=O)C.C(O[BH-](OC(=O)C)OC(=O)C)(=O)C.[Na+].[CH2:29]([N:36]1[CH2:41][CH2:40][CH2:39][CH2:38][C:37]1=O)[C:30]1[CH:35]=[CH:34][CH:33]=[CH:32][CH:31]=1.[OH-].[Na+]>ClC(Cl)C>[CH2:29]([N:36]1[CH2:41][CH2:40][CH:39]([N:2]2[CH2:3][CH2:4][C:5]3[C:10](=[CH:9][CH:8]=[CH:7][CH:6]=3)[CH2:1]2)[CH2:38][CH2:37]1)[C:30]1[CH:35]=[CH:34][CH:33]=[CH:32][CH:31]=1 |f:2.3,5.6|. Procedure: 1,2,3,4-Tetrahydroisoquinoline (700 mg, 5.3 mmol), acetic acid (3.2 g, 5.3 mmol), sodium triacetoxyborohydride (2.2 g, 11 mmol) and benzylpiperidone (1.0 g, 5.3 mmol) were stirred at room temperature for 3.5 hours in dichloroethane (7 ml). The reaction solution was alkalified by adding sodium hydroxide aqueous solution, the reaction product was extracted with ethyl acetate, and the organic layer was washed with water and saturated brine and then dried with anhydrous sodium sulfate. The solvent w... Starting materials: CCC1C=C(C)CC(C)CC(OC)C2OC(O)(C(=O)C(=O)N3CCCCC3C(=O)OC(C(C)=CC3CCC(N=[N+]=[N-])C(OC)C3)C(C)C(O)CC1=O)C(C)CC2OC, Cc1ccccc1, c1ccc(P(c2ccccc2)c2ccccc2)cc1. Yields the product CCC1C=C(C)CC(C)CC(OC)C2OC(O)(C(=O)C(=O)N3CCCCC3C(=O)OC(C(C)=CC3CCC(N)C(OC)C3)C(C)C(O)CC1=O)C(C)CC2OC. RXN SMILES: [CH2:1]([CH3:2])[CH:3]1[C:4](=[O:58])[CH2:5][CH:6]([OH:57])[CH:7]([CH3:56])[CH:8]([C:42](=[CH:43][CH:44]2[CH2:45][CH:46]([O:53][CH3:54])[CH:47]([N:50]=[N+:51]=[N-:52])[CH2:48][CH2:49]2)[CH3:55])[O:9][C:10](=[O:41])[CH:11]2[CH2:12][CH2:13][CH2:14][CH2:15][N:16]2[C:17](=[O:40])[C:18](=[O:39])[C:19]2([OH:38])[CH:20]([CH3:37])[CH2:21][CH:22]([O:35][CH3:36])[CH:23]([CH:24]([O:32][CH3:33])[CH2:25][CH:26]([CH3:31])[CH2:27][C:28]([CH3:30])=[CH:29]1)[O:34]2.[CH3:78][c:79]1[cH:80][cH:81][cH:82][cH:83][cH:84]1.[c:59]1([P:60]([c:61]2[cH:62][cH:63][cH:64][cH:65][cH:66]2)[c:67]2[cH:68][cH:69][cH:70][cH:71][cH:72]2)[cH:73][cH:74][cH:75][cH:76][cH:77]1>>[CH2:1]([CH3:2])[CH:3]1[C:4](=[O:58])[CH2:5][CH:6]([OH:57])[CH:7]([CH3:56])[CH:8]([C:42](=[CH:43][CH:44]2[CH2:45][CH:46]([O:53][CH3:54])[CH:47]([NH2:50])[CH2:48][CH2:49]2)[CH3:55])[O:9][C:10](=[O:41])[CH:11]2[CH2:12][CH2:13][CH2:14][CH2:15][N:16]2[C:17](=[O:40])[C:18](=[O:39])[C:19]2([OH:38])[CH:20]([CH3:37])[CH2:21][CH:22]([O:35][CH3:36])[CH:23]([CH:24]([O:32][CH3:33])[CH2:25][CH:26]([CH3:31])[CH2:27][C:28]([CH3:30])=[CH:29]1)[O:34]2. Reaction conditions: time 20 hour. Procedure details: A solution (1 mol dm−3) of sodium hydroxide (21 ml, 21 mmol) was added over 10 minutes to a stirred solution of 3-ethoxycarbonyl-9-isopropyl-9H-pyrido[3,4-b]indole (Method 1; 2.9 g, 10.3 mmol) in a MeOH/water mix (100 ml 2:1 v/v), and the mixture was allowed to stir for 20 hours at room temperature. MeOH was removed in vacuo and the mixture acidified by the addition of HCl (1 mol dm−3). The precipitate was filtered, washed with water and dried under vacuum at 65° C. for 2 hours to give a light y... Run in CO.O (MeOH water). Isolated yield 82.1%. Starting materials: [OH-].[Na+] (sodium hydroxide), C(C)OC(=O)C1=CC2=C(N(C3=CC=CC=C23)C(C)C)C=N1 (3-Ethoxycarbonyl-9-isopropyl-9H-pyrido[3,4-b]indole). As a reaction SMILES: [OH-].[Na+].C([O:5][C:6]([C:8]1[N:23]=[CH:22][C:11]2[N:12]([CH:19]([CH3:21])[CH3:20])[C:13]3[C:18]([C:10]=2[CH:9]=1)=[CH:17][CH:16]=[CH:15][CH:14]=3)=[O:7])C>CO.O>[C:6]([C:8]1[N:23]=[CH:22][C:11]2[N:12]([CH:19]([CH3:20])[CH3:21])[C:13]3[C:18]([C:10]=2[CH:9]=1)=[CH:17][CH:16]=[CH:15][CH:14]=3)([OH:7])=[O:5] |f:0.1,3.4|. Product: C(=O)(O)C1=CC2=C(N(C3=CC=CC=C23)C(C)C)C=N1 (3-Carboxy-9-isopropyl-9H-pyrido[3,4-b]indole). Reported procedure: A mixture of methyl 3-cyanopropyl ketone (55.5 g, 0.5 mole), ethyl cyanoacetate (56.5 g, 0.5 mole), acetic acid (6.0 g, 0.1 mole), ammonium acetate (3.85 g, 0.05 mole) and toluene (50 ml) was refluxed while azeotropically removing the water of reaction formed. After 10 hours the solution was vacuum distilled and a fraction (b.p. 145° C.-153° C., 0.5 torr) was collected. Total yield was 77.0 g or 74.7 percent. Analysis by infrared spectroscopy confirmed the product's identity as: Solvent: C1(=CC=CC=C1)C (toluene). Reaction conditions: time 10 hour. Starting materials: C(#N)CCCC(=O)C (methyl 3-cyanopropyl ketone), C(#N)CC(=O)OCC (ethyl cyanoacetate), C(C)(=O)O (acetic acid), C(C)(=O)[O-].[NH4+] (ammonium acetate). The product is C(C)OC(C(=C(CCCC#N)C)C#N)=O (ethyl-2,6-dicyano-3-methyl-2-hexenoate). As a reaction SMILES: [C:1]([CH2:3][CH2:4][CH2:5][C:6]([CH3:8])=O)#[N:2].[C:9]([CH2:11][C:12]([O:14][CH2:15][CH3:16])=[O:13])#[N:10].C(O)(=O)C.C([O-])(=O)C.[NH4+]>C1(C)C=CC=CC=1>[CH2:15]([O:14][C:12](=[O:13])[C:11]([C:9]#[N:10])=[C:6]([CH3:8])[CH2:5][CH2:4][CH2:3][C:1]#[N:2])[CH3:16] |f:3.4|. Procedure: 4-(2',3'-Dimethoxyphenyl)-3-phenylbutyric acid (37 g, 123 mmol), from Step 5, was added dropwise to 200 g of polyphosphoric acid heated to 100° C. The resultant mixture was stirred and heated at 100° C. for 0.25 h. A mixture of 100 g of ice and 200 mL of water was added to the reaction mixture. The precipitate which formed was filtered, washed with 3×75 mL of water and dissolved in 300 mL of methylene chloride. The methylene chloride solution was dried over anhydrous magnesium sulfate, filtered ... Starting materials: COC1=C(C=CC=C1OC)CC(CC(=O)O)C1=CC=CC=C1 (4-(2',3'-Dimethoxyphenyl)-3-phenylbutyric acid), polyphosphoric acid, ice, resultant mixture. The solvent is O (water). Isolated yield 80.6%. As a reaction SMILES: [CH3:1][O:2][C:3]1[C:8]([O:9][CH3:10])=[CH:7][CH:6]=[CH:5][C:4]=1[CH2:11][CH:12]([C:17]1[CH:22]=[CH:21][CH:20]=[CH:19][CH:18]=1)[CH2:13][C:14](O)=[O:15]>O>[CH3:1][O:2][C:3]1[C:8]([O:9][CH3:10])=[CH:7][CH:6]=[C:5]2[C:4]=1[CH2:11][CH:12]([C:17]1[CH:22]=[CH:21][CH:20]=[CH:19][CH:18]=1)[CH2:13][C:14]2=[O:15]. Reaction conditions: temperature 100 celsius. The product is COC1=C2CC(CC(C2=CC=C1OC)=O)C1=CC=CC=C1 (5,6-dimethoxy-3-phenyl-1,2,3,4-tetrahydronaphthalen-1-one).